Dataset: the Open Reaction Database (ORD), a public repository of structured organic reaction records. Task: describe an organic reaction: reactants, conditions, products, and yield The reactants are hydromagnesite, C(C)(=O)[O-].[Mg+2].C(C)(=O)[O-] (magnesium acetate), hydromagnesite magnesium hydroxide. The solvent is O (water). Run at temperature 50 celsius. Product: C([O-])(O)=O.[Mg+2].C([O-])(O)=O (magnesium bicarbonate). RXN SMILES: [C:1]([O-:4])(=[O:3])C.[Mg+2:5].[C:6]([O-:9])(=[O:8])C>O>[C:1](=[O:3])([OH:8])[O-:4].[Mg+2:5].[C:6](=[O:8])([OH:3])[O-:9] |f:0.1.2,4.5.6|. Procedure: A magnesium bicarbonate solution was prepared from hydromagnesite (15.0 g) and magnesium acetate (17.0 g) in water (circa 1000 mL) by bubbling carbon dioxide through the aqueous suspension overnight. [Minor residual undissolved solids derived from the hydromagnesite used were not removed by filtration.] The resulting solution was heated to 50° C. with magnetic stirring and aqueous KOH was added while continuing the magnetic stirring. Five different experiments were run, and in each case, the amo... The reactants are CC(=O)O, CCO, Sc1nc2ccc(Cl)cc2[nH]1, Nc1ccc(Cl)cc1N, [K+], [OH-], O, S=C=S. The product is O=S(=O)(Cl)c1nc2ccc(Cl)cc2[nH]1. RXN SMILES: [C:27]([OH:28])(=[O:29])[CH3:30].[CH3:31][CH2:32][OH:33].[Cl:15][c:16]1[cH:17][cH:18][c:19]2[c:20]([nH:21][c:22]([SH:24])[n:23]2)[cH:25]1.[Cl:1][c:2]1[cH:3][cH:4][c:5]([NH2:6])[c:7]([NH2:8])[cH:9]1.[K+:11].[OH-:10].[OH2:26].[S:12]=[C:13]=[S:14]>>[Cl:1][S:24](=[O:10])([c:22]1[nH:21][c:20]2[c:19]([cH:18][cH:17][c:16]([Cl:15])[cH:25]2)[n:23]1)=[O:26]. Starting materials: BrC1=C(C(=O)O)C=C(C=C1)Br (2,5-dibromobenzoic acid), C([O-])([O-])=O.[Cs+].[Cs+] (cesium carbonate), C1(=CC=CC=C1)C (toluene), FC1=C(C=CC(=C1F)OC)O (2,3-difluoro-4-methoxyphenol). The reagents and catalysts are CCOC(=O)C (EtOAc). Solvent: O (water). Reaction conditions: time 5 minute. Yields the product BrC=1C=CC(=C(C(=O)O)C1)OC1=C(C(=C(C=C1)OC)F)F (5-bromo-2-(2,3-difluoro-4-methoxyphenoxy)benzoic acid). The yield is 64.4%. RXN SMILES: Br[C:2]1[CH:10]=[CH:9][C:8]([Br:11])=[CH:7][C:3]=1[C:4]([OH:6])=[O:5].C1(C)C=CC=CC=1.[F:19][C:20]1[C:25]([F:26])=[C:24]([O:27][CH3:28])[CH:23]=[CH:22][C:21]=1[OH:29].C(=O)([O-])[O-].[Cs+].[Cs+]>CCOC(C)=O.O>[Br:11][C:8]1[CH:9]=[CH:10][C:2]([O:29][C:21]2[CH:22]=[CH:23][C:24]([O:27][CH3:28])=[C:25]([F:26])[C:20]=2[F:19])=[C:3]([CH:7]=1)[C:4]([OH:6])=[O:5] |f:3.4.5|. Procedure: To a 500 mL flask charged with 2,5-dibromobenzoic acid (14 g, 50.0 mmol) and copper (I) trifluoromethanesulfonate toluene complex (1.29 g, 2.50 mmol) were added toluene (100 mL, 50.0 mmol) followed by EtOAc (0.25 mL, 2.50 mmol) and 2,3-difluoro-4-methoxyphenol (8.41 g, 52.5 mmol). To the resulting green mixture was added cesium carbonate (34.2 g, 105 mmol) in two portions. The mixture was stirred at rt for 5 minutes before being placed in a 110° C. oil bath where it was maintained for 12 h. The ... Starting materials: C1(CC1)C=1N=CC(=NC1OCC1CC1)C(=O)O (5-cyclopropyl-6-cyclopropylmethoxy-pyrazine-2-carboxylic acid), NC(CO)C(C)(C)C (2-amino-3,3-dimethyl-1-butanol). Yields the product OCC(C(C)(C)C)NC(=O)C1=NC(=C(N=C1)C1CC1)OCC1CC1 (5-Cyclopropyl-6-cyclopropylmethoxy-pyrazine-2-carboxylic acid (1-hydroxymethyl-2,2-dimethyl-propyl)-amide). RXN SMILES: [CH:1]1([C:4]2[N:5]=[CH:6][C:7]([C:15]([OH:17])=O)=[N:8][C:9]=2[O:10][CH2:11][CH:12]2[CH2:14][CH2:13]2)[CH2:3][CH2:2]1.[NH2:18][CH:19]([C:22]([CH3:25])([CH3:24])[CH3:23])[CH2:20][OH:21]>>[OH:21][CH2:20][CH:19]([NH:18][C:15]([C:7]1[CH:6]=[N:5][C:4]([CH:1]2[CH2:2][CH2:3]2)=[C:9]([O:10][CH2:11][CH:12]2[CH2:13][CH2:14]2)[N:8]=1)=[O:17])[C:22]([CH3:25])([CH3:24])[CH3:23]. Procedure details: The title compound was synthesized in analogy to Example 15, using 5-cyclopropyl-6-cyclopropylmethoxy-pyrazine-2-carboxylic acid (Example 10 g, 100 mg, 0.43 mmol) and 2-amino-3,3-dimethyl-1-butanol (CAN 3907-02-6, 74.8 mg, 0.64 mmol) as starting materials, and isolated (40 mg, 28.16%) as light yellow sticky solid; LC-MS (UV peak area, ESI) 89.43%, 334.2 (M+H). Starting materials: CS(=O)(=O)Cl (Methanesulfonyl chloride), C(C1=CC=CC=C1)SC1=NC(=CC(=N1)N[C@@H](CO[Si](C)(C)C(C)(C)C)C)N (2-(Benzylthio)-N-((1R)-2-{[tert-butyl(dimethyl)silyl]oxy}-1-methylethyl)pyrimidine-4,6-diamine), C([O-])([O-])=O.[K+].[K+] (potassium carbonate). Run in CO (methanol), C(Cl)Cl (DCM). Yields the product C(C1=CC=CC=C1)SC1=NC(=CC(=N1)NS(=O)(=O)C)N[C@@H](CO[Si](C)(C)C(C)(C)C)C (N-{2-(Benzylthio)-6-[((1R)-2-{[tert-butyl(dimethyl)silyl]oxy}-1-methylethyl)amino]-pyrimidin-4-yl}methanesulfonamide). Reaction SMILES: [CH3:1][S:2](Cl)(=[O:4])=[O:3].[CH2:6]([S:13][C:14]1[N:19]=[C:18]([NH:20][C@H:21]([CH3:31])[CH2:22][O:23][Si:24]([C:27]([CH3:30])([CH3:29])[CH3:28])([CH3:26])[CH3:25])[CH:17]=[C:16]([NH2:32])[N:15]=1)[C:7]1[CH:12]=[CH:11][CH:10]=[CH:9][CH:8]=1.C(=O)([O-])[O-].[K+].[K+]>C(Cl)Cl.CO>[CH2:6]([S:13][C:14]1[N:15]=[C:16]([NH:32][S:2]([CH3:1])(=[O:4])=[O:3])[CH:17]=[C:18]([NH:20][C@H:21]([CH3:31])[CH2:22][O:23][Si:24]([C:27]([CH3:30])([CH3:29])[CH3:28])([CH3:25])[CH3:26])[N:19]=1)[C:7]1[CH:8]=[CH:9][CH:10]=[CH:11][CH:12]=1 |f:2.3.4|. Procedure details: Methanesulfonyl chloride (85 μl) was added to a solution of the subtitle product of step ii) (0.20 g) and N,N-diiosopropylethylamine (0.26 ml) in DCM (10 ml) at 0° C. The ice-bath was removed and stirring maintained for 2 h. The reaction solution was extracted with H2O (2×20 ml) and the organics dried (MgSO4) and concentrated to yield a brown oil. The residue was diluted in methanol (110 ml) and treated with potassium carbonate (0.15 g) for 2 h at room temperature. The volatiles were removed in ... The reactants are C1=CC=C(C=C1)P(C2=CC=CC=C2)C3=CC=CC=C3 (Ph3P), C1(C=CC(N1)=O)=O (maleimide), CC(C)OC(=O)/N=N/C(=O)OC(C)C (DIAD), C1(=CC=CC=C1)CCCCCO (5-phenyl-1-pentanol). The product is C1(=CC=CC=C1)CCCCCN1C(C=CC1=O)=O (N-(5-phenylpentyl)maleimide). Reaction SMILES: C1C=CC(P(C2C=CC=CC=2)C2C=CC=CC=2)=CC=1.CC(OC(/N=N/C(OC(C)C)=O)=O)C.[C:34]1([CH2:40][CH2:41][CH2:42][CH2:43][CH2:44]O)[CH:39]=[CH:38][CH:37]=[CH:36][CH:35]=1.[C:46]1(=[O:52])[NH:50][C:49](=[O:51])[CH:48]=[CH:47]1>>[C:34]1([CH2:40][CH2:41][CH2:42][CH2:43][CH2:44][N:50]2[C:46](=[O:52])[CH:47]=[CH:48][C:49]2=[O:51])[CH:35]=[CH:36][CH:37]=[CH:38][CH:39]=1. Procedure: Reagents: Ph3P (0.65 g, 2.5 mmol), DIAD (0.5 ml, 2.5 mmol), 5-phenyl-1-pentanol (0.63 ml, 3.75 mmol) and maleimide (0.24 g, 2.5 mmol).